This data is from the Open Reaction Database (ORD), a public repository of structured organic reaction records. The task is: describe an organic reaction: reactants, conditions, products, and yield The reactants are NC1=CC=C(C=C1)SC1=NC2=CC=CC=C2C=C1 (2-(4-Aminophenylthio)quinoline), ClC1=C(C=C(C=C1)N=C=O)C(F)(F)F (4-chloro-3-trifluoromethylphenylisocyanate). Product: N1=C(C=CC2=CC=CC=C12)SC1=CC=C(C=C1)NC(=O)NC1=CC(=C(C=C1)Cl)C(F)(F)F (1-[4-(2-Quinolylthio)phenyl]-3-(4-chloro-3-trifluoromethylphenyl]urea). Reaction SMILES: [NH2:1][C:2]1[CH:7]=[CH:6][C:5]([S:8][C:9]2[CH:18]=[CH:17][C:16]3[C:11](=[CH:12][CH:13]=[CH:14][CH:15]=3)[N:10]=2)=[CH:4][CH:3]=1.[Cl:19][C:20]1[CH:25]=[CH:24][C:23]([N:26]=[C:27]=[O:28])=[CH:22][C:21]=1[C:29]([F:32])([F:31])[F:30]>>[N:10]1[C:11]2[C:16](=[CH:15][CH:14]=[CH:13][CH:12]=2)[CH:17]=[CH:18][C:9]=1[S:8][C:5]1[CH:4]=[CH:3][C:2]([NH:1][C:27]([NH:26][C:23]2[CH:24]=[CH:25][C:20]([Cl:19])=[C:21]([C:29]([F:31])([F:30])[F:32])[CH:22]=2)=[O:28])=[CH:7][CH:6]=1. Procedure: 2-(4-Aminophenylthio)quinoline (3.9 moles, 1.0 g) and 4-chloro-3-trifluoromethylphenylisocyanate (3.9 moles, 0.85 g) were reacted according to procedure A to yield the title compound, 0.8 g, 43%. Mass Spec (FD) 463. Calculated for C23H15ClF3N3OS: C, 58.29; H, 3.19; N, 8.87. Found: C, 58.56; H, 3.43; N, 9.02. M Pt 194°-195 ° C. The reactants are C1CC2=C3C(=C4C(=C2)C=C(C(=O)O4)C(=O)O)CCCN3C1 (Coumarin 343), N(=[N+]=[N-])CCCO (3-azido-1-propanol), CCN=C=NCCCN(C)C.Cl (EDC.HCl). Procedure details: A solution of Coumarin 343 (0.285 g, 1.00 mmol) and 3-azido-1-propanol (0.505 g, 5.00 mmol) in CH2Cl2 (20 mL) was cooled to 0° C. and EDC.HCl (0.575 g, 3.00 mmol) and DMAP (0.006 g, 0.05 mmol) were sequentially added. The orange solution was stirred at 0° C. for 2 h, then at ambient temperature overnight. The reaction mixture was washed with water (2×50 mL) and dried over MgSO4. The volatiles were removed under reduced pressure and the crude product purified by flash chromatography (CC, SiO2, 1)... Solvent: C(Cl)Cl (CH2Cl2). Reaction conditions: temperature 0 celsius, time 2 hour. The yield is 29.9%. Reagents/catalysts: CN(C)C=1C=CN=CC1 (DMAP). Yields the product C(CC)N=[N+]=[N-].O1C(=O)C=CC2=CC=CC=C12 (Coumarin propyl azide). RXN SMILES: C1CN2[C:4]3[C:5](CCC2)=[C:6]2[O:13][C:11](=[O:12])[C:10](C(O)=O)=[CH:9][C:7]2=[CH:8][C:3]=3C1.[N:22]([CH2:25][CH2:26][CH2:27]O)=[N+:23]=[N-:24].CCN=C=NCCCN(C)C.Cl>C(Cl)Cl.CN(C1C=CN=CC=1)C>[CH2:25]([N:22]=[N+:23]=[N-:24])[CH2:26][CH3:27].[O:13]1[C:6]2[C:7](=[CH:8][CH:3]=[CH:4][CH:5]=2)[CH:9]=[CH:10][C:11]1=[O:12] |f:2.3,6.7|. The reactants are CN1N=CC=C1CN (1-(1-methyl-1H-pyrazol-5-yl)methanamine), FC1=C(CN2N=C(C=3C2=NC=CC3)C=3N=C(C2=C(N3)NC(C2(C)C)=O)I)C=CC=C1 (2-[1-(2-Fluorobenzyl)-1H-pyrazolo[3,4-b]pyridin-3-yl]-4-iodo-5,5-dimethyl-5,7-dihydro-6H-pyrrolo[2,3-d]pyrimidin-6-one). Solvent: CN1C(CCC1)=O (1-methyl-2-pyrrolidinone). Yields the product FC1=C(CN2N=C(C=3C2=NC=CC3)C=3N=C(C2=C(N3)NC(C2(C)C)=O)NCC2=CC=NN2C)C=CC=C1 (2-[1-(2-Fluorobenzyl)-1H-pyrazolo[3,4-b]pyridin-3-yl]-5,5-dimethyl-4-{[(1-methyl-1H-pyrazol-5-yl)methyl]amino}-5,7-dihydro-6H-pyrrolo[2,3-d]pyrimidin-6-one). As a reaction SMILES: [CH3:1][N:2]1[C:6]([CH2:7][NH2:8])=[CH:5][CH:4]=[N:3]1.[F:9][C:10]1[CH:38]=[CH:37][CH:36]=[CH:35][C:11]=1[CH2:12][N:13]1[C:17]2=[N:18][CH:19]=[CH:20][CH:21]=[C:16]2[C:15]([C:22]2[N:23]=[C:24](I)[C:25]3[C:30]([CH3:32])([CH3:31])[C:29](=[O:33])[NH:28][C:26]=3[N:27]=2)=[N:14]1>CN1CCCC1=O>[F:9][C:10]1[CH:38]=[CH:37][CH:36]=[CH:35][C:11]=1[CH2:12][N:13]1[C:17]2=[N:18][CH:19]=[CH:20][CH:21]=[C:16]2[C:15]([C:22]2[N:23]=[C:24]([NH:8][CH2:7][C:6]3[N:2]([CH3:1])[N:3]=[CH:4][CH:5]=3)[C:25]3[C:30]([CH3:31])([CH3:32])[C:29](=[O:33])[NH:28][C:26]=3[N:27]=2)=[N:14]1. Reported procedure: 111.1 mg (1.0 mmol) of 1-(1-methyl-1H-pyrazol-5-yl)methanamine was put in a vial of a microwave reactor block and a solution of 51.4 mg (100 μmol) of 2-[1-(2-fluorobenzyl)-1H-pyrazolo[3,4-b]pyridin-3-yl]-4-iodo-5,5-dimethyl-5,7-dihydro-6H-pyrrolo[2,3-d]pyrimidin-6-one (example 15A) in 0.6 ml of 1-methyl-2-pyrrolidinone was added. Then the reactor block was sealed and was irradiated for 6 h with microwaves, in order to reach and maintain a temperature of the mixture of 170° C. After cooling, it w...